Task: describe an organic reaction: reactants, conditions, products, and yield. Dataset: the Open Reaction Database (ORD), a public repository of structured organic reaction records The reactants are C1(CCCC(N1)=O)=O (glutarimide), C1(CCC(N1)=O)=O (succinimide). Product: C(CCCCCCCC)N1C(CCCC1=O)=O (1-Nonylpiperidine-2,6-dione). RXN SMILES: [C:1]1(=[O:8])[NH:6][C:5](=[O:7])[CH2:4][CH2:3][CH2:2]1.[C:9]1(=O)N[C:12](=O)[CH2:11][CH2:10]1>>[CH2:9]([N:6]1[C:5](=[O:7])[CH2:4][CH2:3][CH2:2][C:1]1=[O:8])[CH2:10][CH2:11][CH2:12][CH2:1][CH2:2][CH2:3][CH2:4][CH3:5]. Procedure: The procedure of Example 1 was repeated except that glutarimide replaced the succinimide. The reactants are NC1=NC=2C=CC=CC2C2=C1N=C(N2CCCC(CCCCCC)=O)CCC (1-(4-amino-2-propyl-1H-imidazo[4,5-c]quinolin-1-yl)decan-4-one), Cl.NO (hydroxylamine hydrochloride). Product: NC1=NC=2C=CC=CC2C2=C1N=C(N2CCCC(CCCCCC)=NO)CCC (1-(4-amino-2-propyl-1H-imidazo[4,5-c]quinolin-1-yl)decan-4-one oxime). Reaction SMILES: [NH2:1][C:2]1[C:11]2[N:12]=[C:13]([CH2:26][CH2:27][CH3:28])[N:14]([CH2:15][CH2:16][CH2:17][C:18](=O)[CH2:19][CH2:20][CH2:21][CH2:22][CH2:23][CH3:24])[C:10]=2[C:9]2[CH:8]=[CH:7][CH:6]=[CH:5][C:4]=2[N:3]=1.Cl.[NH2:30][OH:31]>>[NH2:1][C:2]1[C:11]2[N:12]=[C:13]([CH2:26][CH2:27][CH3:28])[N:14]([CH2:15][CH2:16][CH2:17][C:18](=[N:30][OH:31])[CH2:19][CH2:20][CH2:21][CH2:22][CH2:23][CH3:24])[C:10]=2[C:9]2[CH:8]=[CH:7][CH:6]=[CH:5][C:4]=2[N:3]=1 |f:1.2|. Procedure details: By the general method described in Part F of Example 30, 1-(4-amino-2-propyl-1H-imidazo[4,5-c]quinolin-1-yl)decan-4-one was reacted with hydroxylamine hydrochloride to provide 1-(4-amino-2-propyl-1H-imidazo[4,5-c]quinolin-1-yl)decan-4-one oxime in about a 1 to 1 mixture of E and Z isomers as a white solid after recrystallization from aqueous methanol, mp 113-115° C. The reactants are C(CCCCCCCCC)N1C2=CC=CC=C2C=2C=CC=CC12 (9-Decylcarbazole), BrN1C(CCC1=O)=O (N-bromosuccinimide). Run in ClCCl (dichloromethane). Run at time 8 hour. The product is BrC1=CC=CC=2N(C3=CC=CC=C3C12)CCCCCCCCCC (4-Bromo-9-decylcarbazole). Isolated yield 86.7%. Reaction SMILES: [CH2:1]([N:11]1[C:23]2[CH:22]=[CH:21][CH:20]=[CH:19][C:18]=2[C:17]2[C:12]1=[CH:13][CH:14]=[CH:15][CH:16]=2)[CH2:2][CH2:3][CH2:4][CH2:5][CH2:6][CH2:7][CH2:8][CH2:9][CH3:10].[Br:24]N1C(=O)CCC1=O>ClCCl>[Br:24][C:16]1[C:17]2[C:18]3[C:23](=[CH:22][CH:21]=[CH:20][CH:19]=3)[N:11]([CH2:1][CH2:2][CH2:3][CH2:4][CH2:5][CH2:6][CH2:7][CH2:8][CH2:9][CH3:10])[C:12]=2[CH:13]=[CH:14][CH:15]=1. Reported procedure: To a solution of 9-decylcarbazole 15 (3.0 g, 10 mmol) in dichloromethane (90 mL) was added N-bromosuccinimide (1.80 g, 10.1 mmol) at 0° C. in portions. The mixture was warmed to room temperature and stirred overnight. After removal of the solvent, the residue was purified by silica gel column chromatography using petroleum ether/dichloromethane as eluent affording the desired product (3.35 g, 87%). 1H NMR (400 MHz, CDCl3, δ) 8.19 (d, J=1.6 Hz, 1H), 8.04 (d, J=8.0 Hz, 1H), 7.53-7.45 (m, 2H), 7.39...